Dataset: the Open Reaction Database (ORD), a public repository of structured organic reaction records. Task: describe an organic reaction: reactants, conditions, products, and yield Reactants: Cc1[nH]c(C(=O)O)cc1Cl, CCOC(=O)c1[nH]c(C)c(Cl)c1C. The product is Cc1[nH]c(C(=O)O)c(C)c1Cl. Reaction SMILES: [Cl:14][c:15]1[cH:16][c:17]([C:18]([OH:19])=[O:20])[nH:21][c:22]1[CH3:23].[Cl:1][c:2]1[c:3]([CH3:13])[c:4]([C:8](=[O:9])[O:10][CH2:11][CH3:12])[nH:5][c:6]1[CH3:7]>>[Cl:1][c:2]1[c:3]([CH3:13])[c:4]([C:8](=[O:9])[OH:10])[nH:5][c:6]1[CH3:7]. Reactants: ClC1=CC(=C(C=N1)NCCO)I (2-(6-chloro-4-iodopyridin-3-ylamino)ethanol), CC(C#C)(C)C (3,3-dimethyl-but-1-yne), Pd(PPh3)Cl2. The reagents and catalysts are [Cu]I (CuI). Solvent: CCN(CC)CC (Et3N). Product: ClC1=CC(=C(C=N1)NCCO)C#CC(C)(C)C (2-(6-chloro-4-(3,3-dimethylbut-1-ynyl)pyridin-3-ylamino)ethanol). Isolated yield 29.1%. Reaction SMILES: [Cl:1][C:2]1[N:7]=[CH:6][C:5]([NH:8][CH2:9][CH2:10][OH:11])=[C:4](I)[CH:3]=1.[CH3:13][C:14]([CH3:18])([CH3:17])[C:15]#[CH:16]>CCN(CC)CC.[Cu]I>[Cl:1][C:2]1[N:7]=[CH:6][C:5]([NH:8][CH2:9][CH2:10][OH:11])=[C:4]([C:16]#[C:15][C:14]([CH3:18])([CH3:17])[CH3:13])[CH:3]=1. Procedure details: To a solution of 2-(6-chloro-4-iodopyridin-3-ylamino)ethanol (14.5 g, 49 mmol) in Et3N (200 mL) were added 3,3-dimethyl-but-1-yne (12.0 g, 146 mol), CuI (0.9 g, 4.9 mmol) and Pd(PPh3)Cl2 (3.4 g, 4.9 mmol) under N2 atmosphere. The mixture was refluxed overnight and quenched with H2O (100 mL). The organic layer was separated and the aqueous layer was extracted with ethyl acetate (100 mL×3). The combined organic layers were washed with brine, dried over anhydrous Na2SO4 and purified by chromatograp...